Dataset: the Open Reaction Database (ORD), a public repository of structured organic reaction records. Task: describe an organic reaction: reactants, conditions, products, and yield Reactants: O=C1C=NC2=C(N1)C=C(S2)C(=O)OC (methyl 2-oxo-1,2-dihydrothieno[3,2-b]pyrazine-6-carboxylate), P(=O)(Cl)(Cl)Cl (phosphorus oxychloride). Yields the product ClC1=CN=C2C(=N1)C=C(S2)C(=O)OC (methyl 2-chlorothieno[3,2-b]pyrazine-6-carboxylate). The yield is 78.5%. Reaction SMILES: O=[C:2]1[NH:7][C:6]2[CH:8]=[C:9]([C:11]([O:13][CH3:14])=[O:12])[S:10][C:5]=2[N:4]=[CH:3]1.P(Cl)(Cl)([Cl:17])=O>>[Cl:17][C:2]1[N:7]=[C:6]2[CH:8]=[C:9]([C:11]([O:13][CH3:14])=[O:12])[S:10][C:5]2=[N:4][CH:3]=1. Procedure details: A solution of methyl 2-oxo-1,2-dihydrothieno[3,2-b]pyrazine-6-carboxylate 21 (0.35 g, 1.665 mmol) in phosphorus oxychloride (10 mL, 107 mmol) was stirred at 105° C. for 5 h. Evaporated to dryness. Dissolved in EtOAc and washed with NaHCO3 solution, brine, dried and evaporated to give crude methyl 2-chlorothieno[3,2-b]pyrazine-6-carboxylate 22 (299 mg, 79%). NMR (400 MHz, CDCl3) 4.02 (s, 3H), 8.11 (s, 1H), 8.61 (s, 1H). (m/z)=229 and 231 (M+H)+. The reactants are C1(CC1)N (Cyclopropylamine), ClC1=NC2=C(C(=C(C=C2C=C1C(=O)C(C(=O)OCC)=CN(C)C)F)F)F (ethyl 2-(2-chloro-6,7,8-trifluoro-3-quinolinecarbonyl)-3-(dimethylamino)acrylate), C1CCC2=NCCCN2CC1 (DBU), C(C)O (ethanol). Solvent: ClC(Cl)Cl (trichloromethane). Conditions: temperature 80 celsius, time 4 hour. The product is C1(CC1)N1C=C(C(C=2C=C3C(=NC12)C(=C(C(=C3)F)F)F)=O)C(=O)OCC (1-Cyclopropyl-3-ethoxycarbonyl-7,8,9-trifluoro-4-oxo-1,4-dihydrobenzo[b][1,8]naphthyridine). The yield is 68.6%. Reaction SMILES: [CH:1]1([NH2:4])[CH2:3][CH2:2]1.Cl[C:6]1[C:15]([C:16]([C:18](=[CH:24]N(C)C)[C:19]([O:21][CH2:22][CH3:23])=[O:20])=[O:17])=[CH:14][C:13]2[C:8](=[C:9]([F:30])[C:10]([F:29])=[C:11]([F:28])[CH:12]=2)[N:7]=1.C(O)C.C1CCN2C(=NCCC2)CC1>ClC(Cl)Cl>[CH:1]1([N:4]2[C:6]3[N:7]=[C:8]4[C:9]([F:30])=[C:10]([F:29])[C:11]([F:28])=[CH:12][C:13]4=[CH:14][C:15]=3[C:16](=[O:17])[C:18]([C:19]([O:21][CH2:22][CH3:23])=[O:20])=[CH:24]2)[CH2:3][CH2:2]1. Procedure: Cyclopropylamine (4.12 g) is added in the course of 5 minutes to a solution, maintained at a temperature in the region of 20° C., of ethyl 2-(2-chloro-6,7,8-trifluoro-3-quinolinecarbonyl)-3-(dimethylamino)acrylate (7 g) in trichloromethane (100 cc), and the mixture is stirred for a further 4 hours at the same temperature. The reaction mixture is concentrated under reduced pressure (20 kPa) at approximately 50° C. The oily residue obtained is taken up with ethanol (100 cc) and DBU (3 g). The mixt... The reactants are ClC(=O)OCC1=CC=CC=C1 (Benzyl chloroformate), amino acid, N[C@@H](CC1=CC=CC=C1)C(=O)O (L-Phenylalanine), C(=O)([O-])[O-].[Na+].[Na+] (Na2CO3), C(=O)(O)[O-].[Na+] (NaHCO3). Solvent: O1CCCC1 (tetrahydrofuran), solution, O1CCCC1 (tetrahydrofuran). Run at temperature 0 celsius, time 8 hour. The product is C(=O)(OCC1=CC=CC=C1)N[C@@H](CC1=CC=CC=C1)C(=O)O (Carbobenzoxy-L-Phenylalanine). Reaction SMILES: [NH2:1][C@H:2]([C:10]([OH:12])=[O:11])[CH2:3][C:4]1[CH:9]=[CH:8][CH:7]=[CH:6][CH:5]=1.C([O-])(O)=O.[Na+].Cl[C:19]([O:21][CH2:22][C:23]1[CH:28]=[CH:27][CH:26]=[CH:25][CH:24]=1)=[O:20].C([O-])([O-])=O.[Na+].[Na+]>O1CCCC1>[C:19]([NH:1][C@H:2]([C:10]([OH:12])=[O:11])[CH2:3][C:4]1[CH:9]=[CH:8][CH:7]=[CH:6][CH:5]=1)([O:21][CH2:22][C:23]1[CH:28]=[CH:27][CH:26]=[CH:25][CH:24]=1)=[O:20] |f:1.2,4.5.6|. Reported procedure: L-Phenylalanine (5 g, 30 mmol) was dissolved in a solution (200 ml) containing equal proportions of tetrahydrofuran and 5% NaHCO3, and chilled to 0° C. Benzyl chloroformate (4.7 ml, 33 mmol) was dissolved in tetrahydrofuran (10 ml) and added slowly to the amino acid solution over a period of 1 hour. The pH was continually adjusted to 8.5 by the addition of 5% Na2CO3 and the reaction was allowed to proceed at room temperature overnight. The organic solvent was removed under reduced pressure and t... Reactants: CC(=O)N1CCc2ccccc2CC1, CC(=O)N1CCC(CCCCC(=O)O)CC1. Product: CC(=O)N1CCc2ccc(C(=O)CCCCC3CCN(C(C)=O)CC3)cc2CC1. Reaction SMILES: [C:17]([CH3:18])(=[O:19])[N:20]1[CH2:21][CH2:22][c:23]2[c:24]([cH:27][cH:28][cH:29][cH:30]2)[CH2:25][CH2:26]1.[C:1]([CH3:2])(=[O:3])[N:4]1[CH2:5][CH2:6][CH:7]([CH2:10][CH2:11][CH2:12][CH2:13][C:14](=[O:15])[OH:16])[CH2:8][CH2:9]1>>[C:1]([CH3:2])(=[O:3])[N:4]1[CH2:5][CH2:6][CH:7]([CH2:10][CH2:11][CH2:12][CH2:13][C:14](=[O:16])[c:29]2[cH:28][cH:27][c:24]3[c:23]([cH:30]2)[CH2:22][CH2:21][N:20]([C:17]([CH3:18])=[O:19])[CH2:26][CH2:25]3)[CH2:8][CH2:9]1. Reactants: [OH-].[Na+] (sodium hydroxide), C(C)(=O)[O-].[NH4+] (ammonium acetate), C(#N)[BH3-].[Na+] (sodium cyanoborohydride), C(C(=O)C)N(S(=O)(=O)C=1C=2C=CN=CC2C=CC1)CCCCCC (N-acetonyl-N-hexyl-5-isoquinolinesulfonamide). Run in C(Cl)(Cl)Cl (chloroform), CO (methanol). Reaction conditions: time 19 hour. Yields the product NC(CN(S(=O)(=O)C=1C=2C=CN=CC2C=CC1)CCCCCC)C (N-(2-aminopropyl)-N-hexyl-5-isoquinolinesulfonamide). RXN SMILES: [CH2:1]([N:5]([CH2:19][CH2:20][CH2:21][CH2:22][CH2:23][CH3:24])[S:6]([C:9]1[C:10]2[CH:11]=[CH:12][N:13]=[CH:14][C:15]=2[CH:16]=[CH:17][CH:18]=1)(=[O:8])=[O:7])[C:2]([CH3:4])=O.C([O-])(=O)C.[NH4+].C([BH3-])#[N:31].[Na+].[OH-].[Na+]>C(Cl)(Cl)Cl.CO>[NH2:31][CH:2]([CH3:4])[CH2:1][N:5]([CH2:19][CH2:20][CH2:21][CH2:22][CH2:23][CH3:24])[S:6]([C:9]1[C:10]2[CH:11]=[CH:12][N:13]=[CH:14][C:15]=2[CH:16]=[CH:17][CH:18]=1)(=[O:8])=[O:7] |f:1.2,3.4,5.6|. Procedure: To 75 ml of an anhydrous methanol solution containing 5.89 g of the thus obtained N-acetonyl-N-hexyl-5-isoquinolinesulfonamide were added 13.03 g of ammonium acetate and 0.75 g of sodium cyanoborohydride, followed by stirring at 15° to 20° C. for 19 hours. Then, the methanol was removed at 30° C. under reduced pressure. To the resultant reaction product were added 50 ml of chloroform and 50 ml of 1N sodium hydroxide solution. The chloroform layer was dried with anhydrous magnesium sulfate, and t... Reactants: O1C(C1)CN1C(C2=CC=CC=C2C1=O)=O (2-(oxiranylmethyl)-1H-isoindole-1,3-(2H)-dione), CN(C)CC=1C=C(C=CC1)O (3-(dimethylaminomethyl)phenol), [H-].[Na+] (sodium hydride). Solvent: C(Cl)(Cl)Cl (chloroform), CN(C=O)C (dimethylformamide). Yields the product CN(C)CC=1C=C(OCC(CN2C(C3=CC=CC=C3C2=O)=O)O)C=CC1 (2-[3-[3-(Dimethylaminomethyl)phenoxy]-2-hydroxy-propyl]-1H-isoindole-1,3-(2H)-dione). Isolated yield 39.5%. As a reaction SMILES: [O:1]1[CH2:3][CH:2]1[CH2:4][N:5]1[C:13](=[O:14])[C:12]2[C:7](=[CH:8][CH:9]=[CH:10][CH:11]=2)[C:6]1=[O:15].[CH3:16][N:17]([CH2:19][C:20]1[CH:21]=[C:22]([OH:26])[CH:23]=[CH:24][CH:25]=1)[CH3:18].[H-].[Na+]>CN(C)C=O.C(Cl)(Cl)Cl>[CH3:18][N:17]([CH2:19][C:20]1[CH:21]=[C:22]([CH:23]=[CH:24][CH:25]=1)[O:26][CH2:3][CH:2]([OH:1])[CH2:4][N:5]1[C:6](=[O:15])[C:7]2[C:12](=[CH:11][CH:10]=[CH:9][CH:8]=2)[C:13]1=[O:14])[CH3:16] |f:2.3|. Procedure details: A solution of 2-(oxiranylmethyl)-1H-isoindole-1,3-(2H)-dione (20.3 g) and 3-(dimethylaminomethyl)phenol (22.3 g) in dimethylformamide (200 ml) with a catalytic amount of sodium hydride (0.2 g) was heated for 6 h at 100° under N2. The solvent was evaporated to give an oil which was dissolved in chloroform and washed with 2N sodium hydroxide and water. The organic solution was evaporated to give an oil (14 g). A portion of the oil (0.8 g) was distilled to give the title compound (0.6 g) as an oil,...